Dataset: the Open Reaction Database (ORD), a public repository of structured organic reaction records. Task: describe an organic reaction: reactants, conditions, products, and yield The reactants are BrN1C(CCC1=O)=O (N-bromosuccinimide), OC1=C(C(=O)O)C(=CC=C1)C (2-hydroxy-6-methylbenzoic acid), S([O-])(O)(=O)=O.[Na+] (sodium bisulfate). The solvent is C(C)#N (acetonitrile). Run at temperature 0 celsius, time 1 hour. Yields the product BrC=1C(=C(C(=O)O)C(=CC1)O)C (3-bromo-6-hydroxy-2-methylbenzoic acid). Yield: 79.8%. Reaction SMILES: [OH:1][C:2]1[CH:10]=[CH:9][CH:8]=[C:7]([CH3:11])[C:3]=1[C:4]([OH:6])=[O:5].[Br:12]N1C(=O)CCC1=O.S(=O)(=O)(O)[O-].[Na+]>C(#N)C>[Br:12][C:8]1[C:7]([CH3:11])=[C:3]([C:2]([OH:1])=[CH:10][CH:9]=1)[C:4]([OH:6])=[O:5] |f:2.3|. Procedure: Step 2 A suspension of 2-hydroxy-6-methylbenzoic acid (1.32 g, 8.68 mmol) in acetonitrile (20 mL) at −20° C. was treated with tetrafluoroboric acid dimethyl ether complex (1.109 mL, 9.11 mmol), followed by portionwise addition of N-bromosuccinimide (1.699 g, 9.54 mmol) over 30 min. The mixture was warmed to 0° C. and stirred for 1 h, then was treated with 40% aqueous sodium bisulfate (10 mL). The acetonitrile was removed under vacuum and the aqueous residue was extracted with EtOAc (3×40 mL). Th... Reaction conditions: temperature 0 celsius. Reported procedure: A 12-L, three-neck, round-bottom flask was equipped with an overhead mechanical stirrer, a thermometer and a nitrogen inlet/outlet bubbler. The flask was charged with N,N,N′,N′-tetrakis(2-chloroethyl)phosphorodiamidic chloride (979 g, 2.68 moles), 2, ethylene glycol (1.5 L, 26.8 moles), 4 and tetrahydrofuran (3 L). The stirrer was set to agitate at a moderate rate (to provide a clear red solution) and the mixture was cooled to 0° C. using an ice/water bath. To this cooled solution was added pota... Yields the product OCCOP(=O)(N(CCCl)CCCl)N(CCCl)CCCl (2-hydroxyethyl-N,N,N′,N′-tetrakis(2-chloroethyl)phosphorodiamidate). Reactants: 12-L, CC(C)([O-])C.[K+] (potassium tert-butoxide), ClCCN(P(=O)(N(CCCl)CCCl)Cl)CCCl (N,N,N′,N′-tetrakis(2-chloroethyl)phosphorodiamidic chloride), C(CO)O (ethylene glycol), Cl (hydrogen chloride). Solvent: C(C)(C)(C)OC (methyl tert-butyl ether), O1CCCC1 (tetrahydrofuran), O (water). As a reaction SMILES: [Cl:1][CH2:2][CH2:3][N:4]([CH2:15][CH2:16][Cl:17])[P:5](Cl)([N:7]([CH2:11][CH2:12][Cl:13])[CH2:8][CH2:9][Cl:10])=[O:6].[CH2:18]([OH:21])[CH2:19][OH:20].CC(C)([O-])C.[K+].Cl>O.C(OC)(C)(C)C.O1CCCC1>[OH:20][CH2:19][CH2:18][O:21][P:5]([N:4]([CH2:3][CH2:2][Cl:1])[CH2:15][CH2:16][Cl:17])([N:7]([CH2:8][CH2:9][Cl:10])[CH2:11][CH2:12][Cl:13])=[O:6] |f:2.3|. Reactants: CC1=C(C=C(C=C1)C)NC(CC(C)=O)=O (N-(2,5-dimethylphenyl)-3-oxobutanamide). Run in OS(=O)(=O)O (H2SO4). Yields the product CC1=CC(=NC2=C(C=CC(=C12)C)C)O (4,5,8-Trimethylquinolin-2-ol). The yield is 28.0%. As a reaction SMILES: [CH3:1][C:2]1[CH:7]=[CH:6][C:5]([CH3:8])=[CH:4][C:3]=1[NH:9][C:10](=[O:15])[CH2:11][C:12](=O)[CH3:13]>OS(O)(=O)=O>[CH3:13][C:12]1[C:4]2[C:3](=[C:2]([CH3:1])[CH:7]=[CH:6][C:5]=2[CH3:8])[N:9]=[C:10]([OH:15])[CH:11]=1. Procedure: A 5.50 g (26.8 mmol) sample of N-(2,5-dimethylphenyl)-3-oxobutanamide in 10.0 mL of H2SO4 was microwaved at 140° C. for 5 minutes. After the reaction was cooled to room temperature it was quenched into ice-H2O. The resulting mixture was basified with saturated NaHCO3. The resulting mixture was extracted with CH2Cl2 (3×20 mL) and the combined organic extracts were washed with H2O (1×15 mL), brine (1×20 mL), dried over MgSO4 and concentrated to give the desired title compound (1.4 g, 28%). Spectro...